The task is: describe an organic reaction: reactants, conditions, products, and yield. This data is from the Open Reaction Database (ORD), a public repository of structured organic reaction records. Reactants: P(Cl)(Cl)Cl (phosphorous trichloride), C(C)O (ethanol), C(C)(C)NC(C)C (diisopropylamine), C(C)(C)N(C(C)C)PN(C(C)C)C(C)C (bis(diisopropylamino)phosphine). The solvent is C1(=CC=CC=C1)C (toluene). Product: C(C)(C)N(C(C)C)P(Cl)N(C(C)C)C(C)C (Bis(diisopropylamino)chlorophosphine). Reaction SMILES: P(Cl)(Cl)[Cl:2].C(NC(C)C)(C)C.[CH:12]([N:15]([PH:19][N:20]([CH:24]([CH3:26])[CH3:25])[CH:21]([CH3:23])[CH3:22])[CH:16]([CH3:18])[CH3:17])([CH3:14])[CH3:13].C(O)C>C1(C)C=CC=CC=1>[CH:24]([N:20]([P:19]([N:15]([CH:12]([CH3:14])[CH3:13])[CH:16]([CH3:17])[CH3:18])[Cl:2])[CH:21]([CH3:23])[CH3:22])([CH3:26])[CH3:25]. Reported procedure: Bis(diisopropylamino)chlorophosphine was synthesized by reacting phosphorous trichloride and diisopropylamine in toluene. Fifty ml of the resulting bis(diisopropylamino)phosphine was placed in a 250 ml flask and 3.01 ml of ethanol added slowly over a two minute period and the reaction allowed to proceed for several days. After filtering the mixture and removing the solvent, the structure of the bis(diisopropylamino)ethylphosphite ester reagent was analyzed by 31P and 1H NMR (31P NMR in CD3CN 125... Starting materials: aqueous solution, [OH-].[Na+] (sodium hydroxide), O[C@@H]([C@H](C)NCCOC1=CC(=C(C(=C1)C)C1=CC=C(C=C1)OCC(=O)OCC)C)C1=CC=C(C=C1)O (ethyl (4′-{2-[(1S,2R)-2-hydroxy-2-(4-hydroxyphenyl)-1-methylethylamino]ethoxy}-2′,6′-dimethyl biphenyl-4-yloxy)acetate), O (water), Cl (hydrochloric acid). Run in O1CCOCC1 (1,4-dioxane). Run at time 8 hour. Product: O[C@@H]([C@H](C)NCCOC1=CC(=C(C(=C1)C)C1=CC=C(C=C1)OCC(=O)O)C)C1=CC=C(C=C1)O ((4′-{2-[(1S,2R)-2-Hydroxy-2-(4-hydroxyphenyl)-1-methylethylamino]ethoxy}-2′,6′-dimethylbiphenyl-4-yloxy)acetic acid). Yield: 79.5%. Reaction SMILES: [OH-].[Na+].[OH:3][C@H:4]([C:32]1[CH:37]=[CH:36][C:35]([OH:38])=[CH:34][CH:33]=1)[C@@H:5]([NH:7][CH2:8][CH2:9][O:10][C:11]1[CH:16]=[C:15]([CH3:17])[C:14]([C:18]2[CH:23]=[CH:22][C:21]([O:24][CH2:25][C:26]([O:28]CC)=[O:27])=[CH:20][CH:19]=2)=[C:13]([CH3:31])[CH:12]=1)[CH3:6].O.Cl>O1CCOCC1>[OH:3][C@H:4]([C:32]1[CH:37]=[CH:36][C:35]([OH:38])=[CH:34][CH:33]=1)[C@@H:5]([NH:7][CH2:8][CH2:9][O:10][C:11]1[CH:16]=[C:15]([CH3:17])[C:14]([C:18]2[CH:23]=[CH:22][C:21]([O:24][CH2:25][C:26]([OH:28])=[O:27])=[CH:20][CH:19]=2)=[C:13]([CH3:31])[CH:12]=1)[CH3:6] |f:0.1|. Procedure details: A 1 mol/L aqueous solution of sodium hydroxide (0.81 mL) was added to a mixture of ethyl (4′-{2-[(1S,2R)-2-hydroxy-2-(4-hydroxyphenyl)-1-methylethylamino]ethoxy}-2′,6′-dimethyl biphenyl-4-yloxy)acetate (0.16 g), water (1 mL) and 1,4-dioxane (2 mL), and the mixture was stirred at room temperature overnight. 1 mol/L hydrochloric acid (0.81 mL) was added to the reaction mixture, and the organic solvent was evaporated under reduced pressure. The precipitate was collected by filtration to afford the ... The reactants are O=C(NCC(=O)N1C(C(=O)N2CCCc3ccccc32)CC(S(=O)(=O)c2ccccc2)C1c1ccccc1F)Nc1cccc(CC(=O)OCc2ccccc2)c1, CCO. Yields the product O=C(O)Cc1cccc(NC(=O)NCC(=O)N2C(C(=O)N3CCCc4ccccc43)CC(S(=O)(=O)c3ccccc3)C2c2ccccc2F)c1. Reaction SMILES: [CH2:1]([c:2]1[cH:3][cH:4][cH:5][cH:6][cH:7]1)[O:8][C:9](=[O:10])[CH2:11][c:12]1[cH:13][c:14]([NH:18][C:19]([NH:20][CH2:21][C:22](=[O:23])[N:24]2[CH:25]([C:45](=[O:46])[N:47]3[CH2:48][CH2:49][CH2:50][c:51]4[cH:52][cH:53][cH:54][cH:55][c:56]43)[CH2:26][CH:27]([S:36](=[O:37])(=[O:38])[c:39]3[cH:40][cH:41][cH:42][cH:43][cH:44]3)[CH:28]2[c:29]2[c:30]([F:35])[cH:31][cH:32][cH:33][cH:34]2)=[O:57])[cH:15][cH:16][cH:17]1.[CH3:58][CH2:59][OH:60]>>[O:8]=[C:9]([OH:10])[CH2:11][c:12]1[cH:13][c:14]([NH:18][C:19]([NH:20][CH2:21][C:22](=[O:23])[N:24]2[CH:25]([C:45](=[O:46])[N:47]3[CH2:48][CH2:49][CH2:50][c:51]4[cH:52][cH:53][cH:54][cH:55][c:56]43)[CH2:26][CH:27]([S:36](=[O:37])(=[O:38])[c:39]3[cH:40][cH:41][cH:42][cH:43][cH:44]3)[CH:28]2[c:29]2[c:30]([F:35])[cH:31][cH:32][cH:33][cH:34]2)=[O:57])[cH:15][cH:16][cH:17]1. The reactants are ClC=1NC=C(N1)[N+](=O)[O-] (2-Chloro-4-nitro-1H-imidazole), CN(C(OC(C)(C)C)=O)C1CCN(CC1)CC1(OC1)C (tert-butyl N-methyl-[1-(2-methyloxiran-2-yl-methyl)piperidin-4-yl]carbamate), C(C)(=O)[O-].[Na+] (sodium acetate). The solvent is C(CC)O (1-propanol). Yields the product CN(C(OC(C)(C)C)=O)C1CCN(CC1)CC1(CN2C(O1)=NC(=C2)[N+](=O)[O-])C (tert-butyl N-methyl-[1-(2-methyl-6-nitro-2,3-dihydroimidazo[2,1-b]oxazol-2-ylmethyl)piperidin-4-yl]carbamate). As a reaction SMILES: Cl[C:2]1[NH:3][CH:4]=[C:5]([N+:7]([O-:9])=[O:8])[N:6]=1.[CH3:10][N:11]([CH:19]1[CH2:24][CH2:23][N:22]([CH2:25][C:26]2([CH3:29])[CH2:28][O:27]2)[CH2:21][CH2:20]1)[C:12](=[O:18])[O:13][C:14]([CH3:17])([CH3:16])[CH3:15].C([O-])(=O)C.[Na+]>C(O)CC>[CH3:10][N:11]([CH:19]1[CH2:24][CH2:23][N:22]([CH2:25][C:26]2([CH3:29])[O:27][C:2]3=[N:6][C:5]([N+:7]([O-:9])=[O:8])=[CH:4][N:3]3[CH2:28]2)[CH2:21][CH2:20]1)[C:12](=[O:18])[O:13][C:14]([CH3:17])([CH3:15])[CH3:16] |f:2.3|. Isolated yield 12.0%. Reported procedure: 2-Chloro-4-nitro-1H-imidazole (1.08 g, 7.31 mmol), tert-butyl N-methyl-[1-(2-methyloxiran-2-yl-methyl)piperidin-4-yl]carbamate (2.08 g, 7.31 mmol) and sodium acetate (660 mg, 8.04 mmol) in 1-propanol (15 ml) were stirred under reflux overnight. The reaction mixture was concentrated under reduced pressure. The residue was added water, and the mixture was extracted with methylene chloride. The organic phase was dried over sodium sulfate and then filtered. The resulting filtrate was concentrated un... Starting materials: ClC1=CC(=CC(=C1)Cl)Cl (1,3,5-trichlorobenzene), FC1=CC(=CC(=C1)F)F (1,3,5-trifluorobenzene), FC=1C=C(N)C=C(C1)F (3,5-difluoroaniline). The product is FC1=CC(=CC(=C1)F)F (1,3,5-trifluorobenzene), N (ammonia), FC=1C=C(N)C=C(C1)F (3,5-difluoroaniline). Reaction SMILES: [F:1][C:2]1[CH:3]=[C:4]([CH:6]=[C:7]([F:9])[CH:8]=1)[NH2:5].ClC1C=C(Cl)C=C(Cl)C=1.[F:19][C:20]1[CH:25]=[C:24]([F:26])[CH:23]=[C:22]([F:27])[CH:21]=1>>[F:19][C:20]1[CH:25]=[C:24]([F:26])[CH:23]=[C:22]([F:27])[CH:21]=1.[NH3:5].[F:1][C:2]1[CH:3]=[C:4]([CH:6]=[C:7]([F:9])[CH:8]=1)[NH2:5]. Procedure: One embodiment of the present invention relates to the discovery that 3,5-difluoroaniline can be synthesized at high yields and high purity by fluorinating 1,3,5-trichlorobenzene in the presence of a polar solvent to make an intermediate 1,3,5-trifluorobenzene, and then aminating the 1,3,5-trifluorobenzene in the presence of aqueous or anhydrous ammonia to obtain the desired 3,5-difluoroaniline. The reactants are crude product, C(C)(C)(C)OC(NC1=C(C=C(C=C1)N1C=CC=C1)N)=O ((2-amino-4-pyrrol-1-yl-phenyl)-carbamic acid tert-butyl ester), C(C)(C)(C)OC(CC(=O)C1=CC(=CC=C1)C=1C(=NC=CC1)C)=O (3-[3-(2-methyl-pyridin-3-yl)-phenyl]-3-oxo-propionic acid tert-butyl ester). The product is CC1=NC=CC=C1C=1C=C(C=CC1)C1=NC2=C(NC(C1)=O)C=C(C=C2)N2C=CC=C2 (4-[3-(2-Methyl-pyridin-3-yl)-phenyl]-8-pyrrol-1-yl-1,3-dihydro-benzo[b][1,4]diazepin-2-one), solid. RXN SMILES: C(OC(=O)[NH:7][C:8]1[CH:13]=[CH:12][C:11]([N:14]2[CH:18]=[CH:17][CH:16]=[CH:15]2)=[CH:10][C:9]=1[NH2:19])(C)(C)C.C(O[C:26](=[O:43])[CH2:27][C:28]([C:30]1[CH:35]=[CH:34][CH:33]=[C:32]([C:36]2[C:37]([CH3:42])=[N:38][CH:39]=[CH:40][CH:41]=2)[CH:31]=1)=O)(C)(C)C>>[CH3:42][C:37]1[C:36]([C:32]2[CH:31]=[C:30]([C:28]3[CH2:27][C:26](=[O:43])[NH:19][C:9]4[CH:10]=[C:11]([N:14]5[CH:18]=[CH:17][CH:16]=[CH:15]5)[CH:12]=[CH:13][C:8]=4[N:7]=3)[CH:35]=[CH:34][CH:33]=2)=[CH:41][CH:40]=[CH:39][N:38]=1. Reported procedure: The title compound was prepared from (2-amino-4-pyrrol-1-yl-phenyl)-carbamic acid tert-butyl ester (Example J11) (273 mg, 1 mmol) and 3-[3-(2-methyl-pyridin-3-yl)-phenyl]-3-oxo-propionic acid tert-butyl ester (Example K5) (311 mg, 1 mmol) according to the general procedure M and subsequent treatment of the crude product according to the general procedure N. Obtained as a light yellow solid (146 mg). Reactants: C1CCOC1, CN(C)c1ccc(C=O)cc1, c1ccc2sccc2c1. Yields the product CN(C)c1ccc(C(O)c2cc3ccccc3s2)cc1. RXN SMILES: [CH2:21]1[O:22][CH2:23][CH2:24][CH2:25]1.[CH3:10][N:11]([c:12]1[cH:13][cH:14][c:15]([CH:16]=[O:17])[cH:18][cH:19]1)[CH3:20].[s:1]1[c:2]2[c:3]([cH:4][cH:5]1)[cH:6][cH:7][cH:8][cH:9]2>>[s:1]1[c:2]2[c:3]([cH:4][c:5]1[CH:16]([c:15]1[cH:14][cH:13][c:12]([N:11]([CH3:10])[CH3:20])[cH:19][cH:18]1)[OH:17])[cH:6][cH:7][cH:8][cH:9]2. Reactants: CCOc1cc(C=O)ccc1OC, CC(=O)O, CCO, Cc1nnc(SCc2ccccc2F)n(N)c1=O. Yields the product CCOc1cc(C=Nn2c(SCc3ccccc3F)nnc(C)c2=O)ccc1OC. As a reaction SMILES: [CH2:1]([CH3:2])[O:3][c:4]1[cH:5][c:6]([CH:7]=[O:8])[cH:9][cH:10][c:11]1[O:12][CH3:13].[CH3:14][C:15](=[O:16])[OH:17].[CH3:36][CH2:37][OH:38].[NH2:18][n:19]1[c:20]([S:27][CH2:28][c:29]2[c:30]([F:35])[cH:31][cH:32][cH:33][cH:34]2)[n:21][n:22][c:23]([CH3:26])[c:24]1=[O:25]>>[CH2:1]([CH3:2])[O:3][c:4]1[cH:5][c:6]([CH:7]=[N:18][n:19]2[c:20]([S:27][CH2:28][c:29]3[c:30]([F:35])[cH:31][cH:32][cH:33][cH:34]3)[n:21][n:22][c:23]([CH3:26])[c:24]2=[O:25])[cH:9][cH:10][c:11]1[O:12][CH3:13]. The reactants are CC1N(CCCC1)CCCNC(CCCCCCCCCCCCCCC)=O (2-methyl-1-[3-(N-hexadecanoyl)aminopropyl]piperidine), Cl (hydrogen chloride). The solvent is C(C)OCC (diethyl ether). The product is Cl.CC1N(CCCC1)CCCNC(CCCCCCCCCCCCCCC)=O (2-Methyl-1-[3-(N-hexadecanoyl)aminopropyl]piperidine hydrochloride). The yield is 71.0%. Reaction SMILES: [CH3:1][CH:2]1[CH2:7][CH2:6][CH2:5][CH2:4][N:3]1[CH2:8][CH2:9][CH2:10][NH:11][C:12](=[O:28])[CH2:13][CH2:14][CH2:15][CH2:16][CH2:17][CH2:18][CH2:19][CH2:20][CH2:21][CH2:22][CH2:23][CH2:24][CH2:25][CH2:26][CH3:27].[ClH:29]>C(OCC)C>[ClH:29].[CH3:1][CH:2]1[CH2:7][CH2:6][CH2:5][CH2:4][N:3]1[CH2:8][CH2:9][CH2:10][NH:11][C:12](=[O:28])[CH2:13][CH2:14][CH2:15][CH2:16][CH2:17][CH2:18][CH2:19][CH2:20][CH2:21][CH2:22][CH2:23][CH2:24][CH2:25][CH2:26][CH3:27] |f:3.4|. Procedure details: To a solution of 2-methyl-1-[3-(N-hexadecanoyl)aminopropyl]piperidine (0.47 g, 1.2 mmole) in diethyl ether was added an ethereal solution of hydrogen chloride. The reaction mixture was placed in the refrigerator overnight. The precipitate was filtered. The gummy paste was dissolved in methanol and the solvent removed under reduced pressure to give the title compound (0.37 g, 71%) as a pale paste. 1H NMR (300 MHz, CDCl3): mixture of rotamers, major peaks given. δ0.870 (H, t, J=6.7 Hz), 1.243 (24H... Starting materials: C(C)OC(CSC1=NC(=CC(=N1)Cl)Cl)=O ((4,6-dichloro-2-pyrimidinylthio)acetic acid ethyl ester), COC1=CC=C(C=C1)N (p-anisidine), C([O-])([O-])=O.[Na+].[Na+] (sodium carbonate). Run in C(C)O (ethanol). Product: C(C)OC(CSC1=NC(=CC(=N1)Cl)NC1=CC=C(C=C1)OC)=O ([4-Chloro-6-(p-methoxyanilino)-2-pyrimidinylthio]acetic acid ethyl ester). Yield: 65.3%. As a reaction SMILES: [CH2:1]([O:3][C:4](=[O:15])[CH2:5][S:6][C:7]1[N:12]=[C:11](Cl)[CH:10]=[C:9]([Cl:14])[N:8]=1)[CH3:2].[CH3:16][O:17][C:18]1[CH:23]=[CH:22][C:21]([NH2:24])=[CH:20][CH:19]=1.C(=O)([O-])[O-].[Na+].[Na+]>C(O)C>[CH2:1]([O:3][C:4](=[O:15])[CH2:5][S:6][C:7]1[N:8]=[C:9]([Cl:14])[CH:10]=[C:11]([NH:24][C:21]2[CH:22]=[CH:23][C:18]([O:17][CH3:16])=[CH:19][CH:20]=2)[N:12]=1)[CH3:2] |f:2.3.4|. Procedure: A stirred mixture of 5.2 g of (4,6-dichloro-2-pyrimidinylthio)acetic acid ethyl ester, 2.4 g of p-anisidine and 2.1 g of sodium carbonate in 100 ml. of ethanol was heated under reflux for 6 hr. The reaction mixture was filtered and the filtrate cooled in ice. A crystalline material was deposited which was purified by recrystallization from ethanol. There was obtained 4.5 g of product, mp. 96°-97.5°C.